This data is from the Open Reaction Database (ORD), a public repository of structured organic reaction records. The task is: describe an organic reaction: reactants, conditions, products, and yield Starting materials: ClC=1C=C(C=CC1)C=1N=C(SC1C(=O)N)NC1=C(C=CC(=C1)C=O)[N+](=O)[O-] (4-(3-chloro-phenyl)-2-(5-formyl-2-nitro-phenylamino)-thiazole-5-carboxylic acid amide), C(C)(C)(C)OC(NC1CCNCC1)=O (piperidin-4-yl-carbamic acid tert-butyl ester), C(#N)[BH3-].[Na+] (sodium cyanoborohydride). Solvent: ClCCl (dichloromethane). Reaction conditions: time 3 hour. The product is C(C)(C)(C)OC(NC1CCN(CC1)CC1=CC(=C(C=C1)[N+](=O)[O-])NC=1SC(=C(N1)C1=CC(=CC=C1)Cl)C(N)=O)=O ((1-{3-[5-carbamoyl-4-(3-chloro-phenyl)-thiazol-2-ylamino]-4-nitro-benzyl}-piperidin-4-yl)-carbamic acid tert-butyl ester). Yield: 79.5%. Reaction SMILES: [Cl:1][C:2]1[CH:3]=[C:4]([C:8]2[N:9]=[C:10]([NH:16][C:17]3[CH:22]=[C:21]([CH:23]=O)[CH:20]=[CH:19][C:18]=3[N+:25]([O-:27])=[O:26])[S:11][C:12]=2[C:13]([NH2:15])=[O:14])[CH:5]=[CH:6][CH:7]=1.[C:28]([O:32][C:33](=[O:41])[NH:34][CH:35]1[CH2:40][CH2:39][NH:38][CH2:37][CH2:36]1)([CH3:31])([CH3:30])[CH3:29].C([BH3-])#N.[Na+]>ClCCl>[C:28]([O:32][C:33](=[O:41])[NH:34][CH:35]1[CH2:40][CH2:39][N:38]([CH2:23][C:21]2[CH:20]=[CH:19][C:18]([N+:25]([O-:27])=[O:26])=[C:17]([NH:16][C:10]3[S:11][C:12]([C:13](=[O:14])[NH2:15])=[C:8]([C:4]4[CH:5]=[CH:6][CH:7]=[C:2]([Cl:1])[CH:3]=4)[N:9]=3)[CH:22]=2)[CH2:37][CH2:36]1)([CH3:31])([CH3:29])[CH3:30] |f:2.3|. Reported procedure: To a mixture of 0.6 g (1.5 mmole) of 4-(3-chloro-phenyl)-2-(5-formyl-2-nitro-phenylamino)-thiazole-5-carboxylic acid amide (VI.2b) and 0.328 g (1.6 mmole) of piperidin-4-yl-carbamic acid tert-butyl ester in 15 mL of dichloromethane was added 0.477 g (2.3 mmole) of sodium cyanoborohydride. The mixture was stirred for 3 hours, then quenched by the addition of 25 ml, of water. The mixture was extracted three times with 50 mL of ethyl acetate. The combined ethyl acetate layers were washed once with ... The reactants are Triphenylphosphine polystyrene, CCOC(=O)/N=N/C(=O)OCC (DEAD), C(C)OC(C1=CC(=C(C=C1)O)F)=O (3-fluoro-4-hydroxy-benzoic acid ethyl ester), C(C)(C)(C)OC(=O)N1CCN(CC1)CCCO (4-(3-hydroxy-propyl)-piperazine-1-carboxylic acid tert-butyl ester). Run in O1CCCC1 (tetrahydrofuran). Conditions: time 18 hour. Product: C(C)(C)(C)OC(=O)N1CCN(CC1)CCCOC1=C(C=C(C=C1)C(=O)OCC)F (4-[3-(4-Ethoxycarbonyl-2-fluoro-phenoxy)-propyl]-piperazine-1-carboxylic Acid Tert-butyl Ester). Isolated yield 57.0%. Reaction SMILES: CCOC(/N=N/C(OCC)=O)=O.[CH2:13]([O:15][C:16](=[O:25])[C:17]1[CH:22]=[CH:21][C:20]([OH:23])=[C:19]([F:24])[CH:18]=1)[CH3:14].[C:26]([O:30][C:31]([N:33]1[CH2:38][CH2:37][N:36]([CH2:39][CH2:40][CH2:41]O)[CH2:35][CH2:34]1)=[O:32])([CH3:29])([CH3:28])[CH3:27]>O1CCCC1>[C:26]([O:30][C:31]([N:33]1[CH2:38][CH2:37][N:36]([CH2:39][CH2:40][CH2:41][O:23][C:20]2[CH:21]=[CH:22][C:17]([C:16]([O:15][CH2:13][CH3:14])=[O:25])=[CH:18][C:19]=2[F:24])[CH2:35][CH2:34]1)=[O:32])([CH3:29])([CH3:28])[CH3:27]. Procedure: Triphenylphosphine polystyrene (loading 1.0 mmol/g, 11 g, 11.0 mmol) and DEAD (2.45 g, 11.0 mmol) were added to a solution of 3-fluoro-4-hydroxy-benzoic acid ethyl ester from Example E27 (1.3 g, 7.4 mmol) and 4-(3-hydroxy-propyl)-piperazine-1-carboxylic acid tert-butyl ester from Example E34 (1.8 g, 7.4 mmol) in tetrahydrofuran (100 ml) at 0° C. The suspension was allowed to warm to room temperature and stirred for 18 h. The mixture was filtered and the filtrate concentrated in vacuo. The residu...